From a dataset of the Open Reaction Database (ORD), a public repository of structured organic reaction records. describe an organic reaction: reactants, conditions, products, and yield The reactants are C1C(=O)OCC(=O)O1 (glycolide), C1(C(=O)OCCO1)=O (ethylene oxalate). Yields the product C(CO)(=O)O.C1(C(=O)OCCO1)=O (glycolic acid ethylene oxalate). RXN SMILES: [CH2:1]1[O:8]C(=O)C[O:4][C:2]1=[O:3].[C:9]1(=[O:16])[O:15][CH2:14][CH2:13][O:12][C:10]1=[O:11]>>[C:2]([OH:4])(=[O:3])[CH2:1][OH:8].[C:9]1(=[O:16])[O:15][CH2:14][CH2:13][O:12][C:10]1=[O:11] |f:2.3|. Procedure: Polymerization and post-treatment were performed in the same manner as in Polymer Preparation Example 1 except that a mixture of 200 g of glycolide and 10 g of ethylene oxalate (1.4-dioxane-2,3-dione) was used in place of 210 g of glycolide, thereby obtaining a glycolic acid-ethylene oxalate copolymer [Polymer (P-2)]. The same process was conducted repeatedly to prepare a necessary amount of Polymer (P-2).